This data is from the Open Reaction Database (ORD), a public repository of structured organic reaction records. The task is: describe an organic reaction: reactants, conditions, products, and yield The reactants are [Al+3], C1CCOC1, [H-], [H-], [H-], [H-], [Li+], COC(=O)c1ccc(Cl)cc1N. The product is Nc1cc(Cl)ccc1CO. RXN SMILES: [Al+3:14].[CH2:19]1[O:20][CH2:21][CH2:22][CH2:23]1.[H-:13].[H-:16].[H-:17].[H-:18].[Li+:15].[NH2:1][c:2]1[c:3]([C:4](=[O:5])[O:6][CH3:7])[cH:8][cH:9][c:10]([Cl:12])[cH:11]1>>[NH2:1][c:2]1[c:3]([CH2:4][OH:5])[cH:8][cH:9][c:10]([Cl:12])[cH:11]1. Reactants: FC(C1=NN(C=2CCCCC12)C1=CC=C(C=C1)CC(=O)O)(F)F ({4-[3-(trifluoromethyl)-4,5,6,7-tetrahydro-1H-indazol-1-yl]phenyl}acetic acid), C(C)NC (N-ethylmethylamine). Product: C(C)N(C(CC1=CC=C(C=C1)N1N=C(C=2CCCCC12)C(F)(F)F)=O)C (N-ethyl-N-methyl-2-{4-[3-(trifluoromethyl)-4,5,6,7-tetrahydro-1H-indazol-1-yl]phenyl}acetamide). RXN SMILES: [F:1][C:2]([F:23])([F:22])[C:3]1[C:11]2[CH2:10][CH2:9][CH2:8][CH2:7][C:6]=2[N:5]([C:12]2[CH:17]=[CH:16][C:15]([CH2:18][C:19]([OH:21])=O)=[CH:14][CH:13]=2)[N:4]=1.[CH2:24]([NH:26][CH3:27])[CH3:25]>>[CH2:24]([N:26]([CH3:27])[C:19](=[O:21])[CH2:18][C:15]1[CH:14]=[CH:13][C:12]([N:5]2[C:6]3[CH2:7][CH2:8][CH2:9][CH2:10][C:11]=3[C:3]([C:2]([F:23])([F:22])[F:1])=[N:4]2)=[CH:17][CH:16]=1)[CH3:25]. Procedure: The title compound was prepared from {4-[3-(trifluoromethyl)-4,5,6,7-tetrahydro-1H-indazol-1-yl]phenyl}acetic acid and N-ethylmethylamine using a similar procedure to that described for Example 13, but purified by flash column chromatography eluting from 0-100% ethyl acetate in hexane. Reactants: Cl.N1C[C@@H](CC1)NC(=O)C1=CNC2=C1N=CN=C2C2=C(C=CC=1OCOC12)OCC1CC1 (4-(5-cyclopropylmethoxy-benzo[1,3]dioxol-4-yl)-5H-pyrrolo[3,2-d]pyrimidine-7-carboxylic acid (R)-pyrrolidin-3-ylamide hydrochloride), ClC(=O)C1(CC1)OC(C)=O (acetic acid 1-chlorocarbonyl-cyclopropyl ester). Product: OC1(CC1)C(=O)N1C[C@@H](CC1)NC(=O)C1=CNC2=C1N=CN=C2C2=C(C=CC=1OCOC12)OCC1CC1 (4-(5-Cyclopropylmethoxy-benzo[1,3]dioxol-4-yl)-5H-pyrrolo[3,2-d]pyrimidine-7-carboxylic acid {(R)-1-[1-(1-hydroxy-cyclopropyl)-methanoyl]-pyrrolidin-3-yl}-amide). RXN SMILES: Cl.[NH:2]1[CH2:6][CH2:5][C@@H:4]([NH:7][C:8]([C:10]2[C:14]3[N:15]=[CH:16][N:17]=[C:18]([C:19]4[C:27]5[O:26][CH2:25][O:24][C:23]=5[CH:22]=[CH:21][C:20]=4[O:28][CH2:29][CH:30]4[CH2:32][CH2:31]4)[C:13]=3[NH:12][CH:11]=2)=[O:9])[CH2:3]1.Cl[C:34]([C:36]1([O:39]C(=O)C)[CH2:38][CH2:37]1)=[O:35]>>[OH:39][C:36]1([C:34]([N:2]2[CH2:6][CH2:5][C@@H:4]([NH:7][C:8]([C:10]3[C:14]4[N:15]=[CH:16][N:17]=[C:18]([C:19]5[C:27]6[O:26][CH2:25][O:24][C:23]=6[CH:22]=[CH:21][C:20]=5[O:28][CH2:29][CH:30]5[CH2:32][CH2:31]5)[C:13]=4[NH:12][CH:11]=3)=[O:9])[CH2:3]2)=[O:35])[CH2:38][CH2:37]1 |f:0.1|. Procedure details: Starting from 4-(5-cyclopropylmethoxy-benzo[1,3]dioxol-4-yl)-5H-pyrrolo[3,2-d]pyrimidine-7-carboxylic acid (R)-pyrrolidin-3-ylamide hydrochloride (example A142) and acetic acid 1-chlorocarbonyl-cyclopropyl ester the title compound is obtained as colorless solid. Reaction SMILES: [C:1]([N:11]1[CH2:16][CH2:15][CH:14]([C:17](=[O:25])[C:18]2[CH:23]=[CH:22][C:21](F)=[CH:20][CH:19]=2)[CH2:13][CH2:12]1)([O:3][CH2:4][C:5]1[CH:10]=[CH:9][CH:8]=[CH:7][CH:6]=1)=[O:2].[NH:26]1[CH2:30][CH2:29][CH2:28][CH2:27]1>>[C:1]([N:11]1[CH2:16][CH2:15][CH:14]([C:17](=[O:25])[C:18]2[CH:23]=[CH:22][C:21]([N:26]3[CH2:30][CH2:29][CH2:28][CH2:27]3)=[CH:20][CH:19]=2)[CH2:13][CH2:12]1)([O:3][CH2:4][C:5]1[CH:10]=[CH:9][CH:8]=[CH:7][CH:6]=1)=[O:2]. Procedure: A mixture consisting of 4.1 of 1-carbobenzoxy-4-(4-fluorobenzoyl)piperidine and 8 ml of pyrrolidine was stirred at 100° C. for 24 hours and the reaction mixtures was then worked up in the same manner as Example 2 to give 3.2 g of the title compound as oil. Reaction conditions: temperature 100 celsius, time 24 hour. Reactants: C(=O)(OCC1=CC=CC=C1)N1CCC(CC1)C(C1=CC=C(C=C1)F)=O (1-carbobenzoxy-4-(4-fluorobenzoyl)piperidine), N1CCCC1 (pyrrolidine). Product: C(=O)(OCC1=CC=CC=C1)N1CCC(CC1)C(C1=CC=C(C=C1)N1CCCC1)=O (1-Carbobenzoxy-4-(4-pyrrolidinobenzoyl)piperidine). The reactants are B, CC(C)CC1Cc2c(Br)cccc2C1=O, CCO, [Na]. Product: CC(C)CC1Cc2c(Br)cccc2C1O. RXN SMILES: [BH3:1].[Br:3][c:4]1[c:5]2[c:9]([cH:10][cH:11][cH:12]1)[C:8](=[O:13])[CH:7]([CH2:14][CH:15]([CH3:16])[CH3:17])[CH2:6]2.[CH3:18][CH2:19][OH:20].[Na:2]>>[Br:3][c:4]1[c:5]2[c:9]([cH:10][cH:11][cH:12]1)[CH:8]([OH:13])[CH:7]([CH2:14][CH:15]([CH3:16])[CH3:17])[CH2:6]2.